Task: describe an organic reaction: reactants, conditions, products, and yield. Dataset: the Open Reaction Database (ORD), a public repository of structured organic reaction records The reactants are ClC=1C=CC(=C(C(=O)OCC=C)C1)[N+](=O)[O-] (allyl 5-chloro-2-nitrobenzoate), CC1=C(C(=O)OCC=C)C(=CC=C1)[N+](=O)[O-] (allyl 2-methyl-6-nitrobenzoate). Product: NC1=C(C(=O)OCC=C)C=C(C=C1)Cl (allyl 2-amino-5-chlorobenzoate). RXN SMILES: [Cl:1][C:2]1[CH:3]=[CH:4][C:5]([N+:14]([O-])=O)=[C:6]([CH:13]=1)[C:7]([O:9][CH2:10][CH:11]=[CH2:12])=[O:8].CC1C=CC=C([N+]([O-])=O)C=1C(OCC=C)=O>>[NH2:14][C:5]1[CH:4]=[CH:3][C:2]([Cl:1])=[CH:13][C:6]=1[C:7]([O:9][CH2:10][CH:11]=[CH2:12])=[O:8]. Procedure: The above nitro compound was reduced by the method described in example 6, for the reduction of allyl 2-methyl-6-nitrobenzoate, to give allyl 2-amino-5-chlorobenzoate. The reactants are FB(F)F, CCOCC, Cc1ccccc1, COc1cccc(C(C)(C)O)c1, C[Si](C)(C)N=[N+]=[N-], O. The product is COc1cccc(C(C)(C)N=[N+]=[N-])c1. RXN SMILES: [B:6]([F:7])([F:8])[F:9].[CH2:1]([O:2][CH2:3][CH3:4])[CH3:5].[CH3:10][c:11]1[cH:12][cH:13][cH:14][cH:15][cH:16]1.[CH3:17][O:18][c:19]1[cH:20][c:21]([C:25]([CH3:26])([CH3:27])[OH:28])[cH:22][cH:23][cH:24]1.[CH3:29][Si:30]([CH3:31])([CH3:32])[N:33]=[N+:34]=[N-:35].[OH2:36]>>[CH3:17][O:18][c:19]1[cH:20][c:21]([C:25]([CH3:26])([CH3:27])[N:33]=[N+:34]=[N-:35])[cH:22][cH:23][cH:24]1.